The task is: describe an organic reaction: reactants, conditions, products, and yield. This data is from the Open Reaction Database (ORD), a public repository of structured organic reaction records. Reactants: [OH-].[Na+] (NaOH), IC1=CC=2C(=NC=C3C2N(N=C3)C)N1S(=O)(=O)C1=CC=C(C)C=C1 (7-iodo-1-methyl-6-tosyl-1,6-dihydropyrazolo[3,4-d]pyrrolo[2,3-b]pyridine), COC=1C=C2C(=CN(C2=CC1)C)B1OC(C(O1)(C)C)(C)C (5-methoxy-1-methyl-3-(4,4,5,5-tetramethyl-1,3,2-dioxaborolan-2-yl)-1H-indole), C(=O)([O-])[O-].[Na+].[Na+] (Na2CO3). Reagents/catalysts: C=1C=CC(=CC1)[P](C=2C=CC=CC2)(C=3C=CC=CC3)[Pd]([P](C=4C=CC=CC4)(C=5C=CC=CC5)C=6C=CC=CC6)([P](C=7C=CC=CC7)(C=8C=CC=CC8)C=9C=CC=CC9)[P](C=1C=CC=CC1)(C=1C=CC=CC1)C=1C=CC=CC1 (Pd(PPh3)4). Run in CO (MeOH), O1CCOCC1.O (1,4-dioxane water). Conditions: temperature 87.5 celsius. The product is COC=1C=C2C(=CN(C2=CC1)C)C1=CC=2C(=NC=C3C2N(N=C3)C)N1 (7-(5-methoxy-1-methyl-1H-indol-3-yl)-1-methyl-1,6-dihydropyrazolo[3,4-d]pyrrolo[2,3-b]pyridine). Isolated yield 10.2%. As a reaction SMILES: I[C:2]1[N:14](S(C2C=CC(C)=CC=2)(=O)=O)[C:5]2=[N:6][CH:7]=[C:8]3[CH:12]=[N:11][N:10]([CH3:13])[C:9]3=[C:4]2[CH:3]=1.[CH3:25][O:26][C:27]1[CH:28]=[C:29]2[C:33](=[CH:34][CH:35]=1)[N:32]([CH3:36])[CH:31]=[C:30]2B1OC(C)(C)C(C)(C)O1.C([O-])([O-])=O.[Na+].[Na+].[OH-].[Na+]>O1CCOCC1.O.C1C=CC([P]([Pd]([P](C2C=CC=CC=2)(C2C=CC=CC=2)C2C=CC=CC=2)([P](C2C=CC=CC=2)(C2C=CC=CC=2)C2C=CC=CC=2)[P](C2C=CC=CC=2)(C2C=CC=CC=2)C2C=CC=CC=2)(C2C=CC=CC=2)C2C=CC=CC=2)=CC=1.CO>[CH3:25][O:26][C:27]1[CH:28]=[C:29]2[C:33](=[CH:34][CH:35]=1)[N:32]([CH3:36])[CH:31]=[C:30]2[C:2]1[NH:14][C:5]2=[N:6][CH:7]=[C:8]3[CH:12]=[N:11][N:10]([CH3:13])[C:9]3=[C:4]2[CH:3]=1 |f:2.3.4,5.6,7.8,^1:64,66,85,104|. Procedure details: A flask was charged with 7-iodo-1-methyl-6-tosyl-1,6-dihydropyrazolo[3,4-d]pyrrolo[2,3-b]pyridine (0.200 g, 0.442 mmol, Example #41, Step C), 5-methoxy-1-methyl-3-(4,4,5,5-tetramethyl-1,3,2-dioxaborolan-2-yl)-1H-indole (0.140 g, 0.486 mmol, Preparation #31), Pd(PPh3)4 (0.036 g, 0.031 mmol, Strem) and Na2CO3 (0.117 g, 1.11 mmol) in 1,4-dioxane:water (3:1, 10 mL). The reaction mixture was heated at about 85-90° C. for about 5 h. The reaction mixture was filtered, concentrated to dryness under redu... The reactants are ClC1=CC=C(C=C1)C1CC(CCC1)C=O (3-(4-chlorophenyl)cyclohexanecarbaldehyde), NCCO (2-aminoethanol), [BH4-].[Na+] (Sodium borohydride), C(C)(=O)O (acetic acid). Run in CO (methanol), C(C)(=O)OCC (ethyl acetate). Conditions: temperature 0 celsius. Product: ClC1=CC=C(C=C1)C1CC(CCC1)CNCCO (2-({[3-(4-chlorophenyl)cyclohexyl]methyl}amino)ethanol). Reaction SMILES: [Cl:1][C:2]1[CH:7]=[CH:6][C:5]([CH:8]2[CH2:13][CH2:12][CH2:11][CH:10]([CH:14]=O)[CH2:9]2)=[CH:4][CH:3]=1.[NH2:16][CH2:17][CH2:18][OH:19].C(O)(=O)C.[BH4-].[Na+]>CO.C(OCC)(=O)C>[Cl:1][C:2]1[CH:3]=[CH:4][C:5]([CH:8]2[CH2:13][CH2:12][CH2:11][CH:10]([CH2:14][NH:16][CH2:17][CH2:18][OH:19])[CH2:9]2)=[CH:6][CH:7]=1 |f:3.4|. Procedure: To a solution of C6 (338 mg, 1.52 mmol) in methanol (5 mL) was added 2-aminoethanol (139 mg, 2.28 mmol) followed by acetic acid (89 μL, 1.55 mmol). The reaction was stirred at reflux for 2 hours, then cooled to 0° C. Sodium borohydride (115 mg, 3.04 mmol) was added and the mixture was allowed to warm to room temperature. The reaction was diluted with ethyl acetate, quenched with water, and then extracted three times with ethyl acetate. The combined organic layers were dried over sodium sulfate a...